Dataset: the Open Reaction Database (ORD), a public repository of structured organic reaction records. Task: describe an organic reaction: reactants, conditions, products, and yield Starting materials: Cl.CN(CCCN=C=NCC)C (1-[3-(dimethylamino)propyl]-3-ethylcarbodiimide hydrochloride), FC=1C=C(C=CC1C=1C=NC(=CC1)C1=NO[C@@H](C1)CO)N1C(O[C@H](C1)CN1N=NC=C1)=O ((5R)-3-(3-Fluoro-4-{6-[(5S)-5-(hydroxymethyl)-4,5-dihydroisoxazol-3-yl]pyridin-3-yl}phenyl)-5-(1H-1,2,3-triazol-1-ylmethyl)-1,3-oxazolidin-2-one), C(C)(C)(C)OC(=O)NCCC(=O)O (N-(tert-butoxycarbonyl)-β-alanine). The reagents and catalysts are CN(C1=CC=NC=C1)C (4-dimethylaminopyridine). Solvent: C(C)(=O)OCC (ethyl acetate), CN(C)C=O (DMF). Reaction conditions: time 1 hour. The product is tert-butoxycarbonyl, NCCC(=O)OC[C@@H]1CC(=NO1)C1=NC=C(C=C1)C1=C(C=C(C=C1)N1C(O[C@H](C1)CN1N=NC=C1)=O)F ([(5S)-3-(5-{2-Fluoro-4-[(5R)-2-oxo-5-(1H-1,2,3-triazol-1-ylmethyl)-1,3-oxazolidin-3-yl]phenyl}pyridin-2-yl)-4,5-dihydroisoxazol-5-yl]methyl β-alaninate). Isolated yield 117.1%. As a reaction SMILES: [F:1][C:2]1[CH:3]=[C:4]([N:21]2[CH2:25][C@H:24]([CH2:26][N:27]3[CH:31]=[CH:30][N:29]=[N:28]3)[O:23][C:22]2=[O:32])[CH:5]=[CH:6][C:7]=1[C:8]1[CH:9]=[N:10][C:11]([C:14]2[CH2:18][C@@H:17]([CH2:19][OH:20])[O:16][N:15]=2)=[CH:12][CH:13]=1.C(OC([NH:40][CH2:41][CH2:42][C:43](O)=[O:44])=O)(C)(C)C.Cl.CN(C)CCCN=C=NCC>CN(C)C1C=CN=CC=1.CN(C=O)C.C(OCC)(=O)C>[NH2:40][CH2:41][CH2:42][C:43]([O:20][CH2:19][C@H:17]1[O:16][N:15]=[C:14]([C:11]2[CH:12]=[CH:13][C:8]([C:7]3[CH:6]=[CH:5][C:4]([N:21]4[CH2:25][C@H:24]([CH2:26][N:27]5[CH:31]=[CH:30][N:29]=[N:28]5)[O:23][C:22]4=[O:32])=[CH:3][C:2]=3[F:1])=[CH:9][N:10]=2)[CH2:18]1)=[O:44] |f:2.3|. Reported procedure: (5R)-3-(3-Fluoro-4-{6-[(5S)-5-(hydroxymethyl)-4,5-dihydroisoxazol-3-yl]pyridin-3-yl}phenyl)-5-(1H-1,2,3-triazol-1-ylmethyl)-1,3-oxazolidin-2-one (Example 1, 0.25 g, 0.57 mmol), N-(tert-butoxycarbonyl)-β-alanine (0.27 g, 1.43 mmol), 4-dimethylaminopyridine (0.02 g, 0.16 mmol), and 1-[3-(dimethylamino)propyl]-3-ethylcarbodiimide hydrochloride 0.25 g, 1.30 mmol) were combined in DMF (4 ml). The suspension was allowed to stir for one hour at room temperature resulting in a clear solution. The mixtur... The reactants are N#N (N2), BrC1=CN(C=2N=CN=C(C21)N)CCC(C)C (5-bromo-7-(3-methylbutyl)-7H-pyrrolo[2,3-d]pyrimidin-4-amine), FC1=C(C=C(C=C1)F)CC(=O)N1CCC2=CC(=CC=C12)B1OC(C(O1)(C)C)(C)C (1-[(2,5-difluorophenyl)acetyl]-5-(4,4,5,5-tetramethyl-1,3,2-dioxaborolan-2-yl)-2,3-dihydro-1H-indole), C(=O)(O)[O-].[Na+] (NaHCO3). Reagents/catalysts: C=1C=CC(=CC1)[P](C=2C=CC=CC2)(C=3C=CC=CC3)[Pd]([P](C=4C=CC=CC4)(C=5C=CC=CC5)C=6C=CC=CC6)([P](C=7C=CC=CC7)(C=8C=CC=CC8)C=9C=CC=CC9)[P](C=1C=CC=CC1)(C=1C=CC=CC1)C=1C=CC=CC1 (Pd(Ph3P)4). Solvent: O (water), O1CCOCC1 (1,4-Dioxane). Reaction conditions: temperature 100 celsius. The product is FC1=C(C=C(C=C1)F)CC(=O)N1CCC2=CC(=CC=C12)C1=CN(C=2N=CN=C(C21)N)CCC(C)C (5-{1-[(2,5-difluorophenyl)acetyl]-2,3-dihydro-1H-indol-5-yl}-7-(3-methylbutyl)-7H-pyrrolo[2,3-d]pyrimidin-4-amine). The yield is 30.6%. RXN SMILES: Br[C:2]1[C:10]2[C:9]([NH2:11])=[N:8][CH:7]=[N:6][C:5]=2[N:4]([CH2:12][CH2:13][CH:14]([CH3:16])[CH3:15])[CH:3]=1.[F:17][C:18]1[CH:23]=[CH:22][C:21]([F:24])=[CH:20][C:19]=1[CH2:25][C:26]([N:28]1[C:36]2[C:31](=[CH:32][C:33](B3OC(C)(C)C(C)(C)O3)=[CH:34][CH:35]=2)[CH2:30][CH2:29]1)=[O:27].C([O-])(O)=O.[Na+].N#N>O.C1C=CC([P]([Pd]([P](C2C=CC=CC=2)(C2C=CC=CC=2)C2C=CC=CC=2)([P](C2C=CC=CC=2)(C2C=CC=CC=2)C2C=CC=CC=2)[P](C2C=CC=CC=2)(C2C=CC=CC=2)C2C=CC=CC=2)(C2C=CC=CC=2)C2C=CC=CC=2)=CC=1.O1CCOCC1>[F:17][C:18]1[CH:23]=[CH:22][C:21]([F:24])=[CH:20][C:19]=1[CH2:25][C:26]([N:28]1[C:36]2[C:31](=[CH:32][C:33]([C:2]3[C:10]4[C:9]([NH2:11])=[N:8][CH:7]=[N:6][C:5]=4[N:4]([CH2:12][CH2:13][CH:14]([CH3:16])[CH3:15])[CH:3]=3)=[CH:34][CH:35]=2)[CH2:30][CH2:29]1)=[O:27] |f:2.3,^1:57,59,78,97|. Procedure details: To 5-bromo-7-(3-methylbutyl)-7H-pyrrolo[2,3-d]pyrimidin-4-amine (113 mg, 0.399 mmol), 1-[(2,5-difluorophenyl)acetyl]-5-(4,4,5,5-tetramethyl-1,3,2-dioxaborolan-2-yl)-2,3-dihydro-1H-indole (207 mg, 0.519 mmol) in a 5 ml sealable vial was added 1,4-Dioxane (2 mL) and saturated NaHCO3 (1 mL). The mixture was then bubbled with N2 gas for 10 min then Pd(Ph3P)4 (46.1 mg, 0.040 mmol) was added. The mixture was again bubbled N2 gas for 5 minutes then capped and the reaction was heated at 100° C. overnigh... Reactants: CCO, Cl, CCOC(=O)c1cn(C)c2cc(-n3cccc3)c(F)cc2c1=O, [Na+], [OH-], O. The product is Cn1cc(C(=O)O)c(=O)c2cc(F)c(-n3cccc3)cc21. Reaction SMILES: [CH3:24][CH2:25][OH:26].[ClH:29].[F:1][c:2]1[cH:3][c:4]2[c:5](=[O:23])[c:6]([C:18](=[O:19])[O:20][CH2:21][CH3:22])[cH:7][n:8]([CH3:17])[c:9]2[cH:10][c:11]1-[n:12]1[cH:13][cH:14][cH:15][cH:16]1.[Na+:28].[OH-:27].[OH2:30]>>[F:1][c:2]1[cH:3][c:4]2[c:5](=[O:23])[c:6]([C:18](=[O:19])[OH:20])[cH:7][n:8]([CH3:17])[c:9]2[cH:10][c:11]1-[n:12]1[cH:13][cH:14][cH:15][cH:16]1.